This data is from the Open Reaction Database (ORD), a public repository of structured organic reaction records. The task is: describe an organic reaction: reactants, conditions, products, and yield Reported procedure: A stirred solution of 8.3 grams (0.063 mole) of 2-amino-3-cyano-4-methylpyridine in 125 mL of N,N-dimethylformamide is cooled in an ice bath, and a solution of 11.2 grams (0.063 mole) of N-bromosuccinimide in 125 mL of N,N-dimethylformamide is added dropwise during a 30 minute period, while maintaining the reaction mixture temperature at about 15°-25° C. Upon completion of addition, the reaction mixture is stirred at ambient temperature for about 20 hours. After this time, the reaction mixture i... RXN SMILES: [NH2:1][C:2]1[C:7]([C:8]#[N:9])=[C:6]([CH3:10])[CH:5]=[CH:4][N:3]=1.[Br:11]N1C(=O)CCC1=O.[OH-].[Na+]>CN(C)C=O.O>[NH2:1][C:2]1[C:7]([C:8]#[N:9])=[C:6]([CH3:10])[C:5]([Br:11])=[CH:4][N:3]=1 |f:2.3|. Solvent: CN(C=O)C (N,N-dimethylformamide), CN(C=O)C (N,N-dimethylformamide), O (water). The reactants are [OH-].[Na+] (sodium hydroxide), BrN1C(CCC1=O)=O (N-bromosuccinimide), NC1=NC=CC(=C1C#N)C (2-amino-3-cyano-4-methylpyridine). Run at time 20 hour. The product is NC1=NC=C(C(=C1C#N)C)Br (2-amino-5-bromo-3-cyano-4-methylpyridine). The reactants are CC1C(C(=O)O)CC2CC1C2(C)C, CO, O=S(Cl)Cl. Reaction SMILES: [C:1](=[O:2])([OH:3])[CH:4]1[CH:5]([CH3:13])[CH:6]2[C:7]([CH3:11])([CH3:12])[CH:8]([CH2:9]1)[CH2:10]2.[CH3:18][OH:19].[S:14]([Cl:15])([Cl:16])=[O:17]>>[C:1](=[O:2])([OH:3])[CH:4]1[CH:5]([CH3:13])[CH:6]2[C:7]([CH3:11])([CH3:12])[CH:8]([CH2:9]1)[CH2:10]2.[Cl-:16]. The product is CC1C(C(=O)O)CC2CC1C2(C)C, [Cl-]. Starting materials: BrC=1C=CC2=C(OCCC3=C2SC(=C3)C(=O)N(C)C3=C(C=CC=C3)Cl)C1 (8-bromo-N-(2-chlorophenyl)-N-methyl-4,5-dihydrobenzo[b]thieno[2,3-d]oxepine-2-carboxamide), CS(=O)(=O)C=1C=C(C=CC1)B(O)O (3-methylsulfonylphenyl boronic acid). Product: ClC1=C(C=CC=C1)N(C(=O)C1=CC2=C(C3=C(OCC2)C=C(C=C3)C3=CC(=CC=C3)S(=O)(=O)C)S1)C (N-(2-chlorophenyl)-N-methyl-8-(3-(methylsulfonyl)phenyl)-4,5-dihydrobenzo[b]thieno[2,3-d]oxepine-2-carboxamide). As a reaction SMILES: Br[C:2]1[CH:3]=[CH:4][C:5]2[C:11]3[S:12][C:13]([C:15]([N:17]([C:19]4[CH:24]=[CH:23][CH:22]=[CH:21][C:20]=4[Cl:25])[CH3:18])=[O:16])=[CH:14][C:10]=3[CH2:9][CH2:8][O:7][C:6]=2[CH:26]=1.[CH3:27][S:28]([C:31]1[CH:32]=[C:33](B(O)O)[CH:34]=[CH:35][CH:36]=1)(=[O:30])=[O:29]>>[Cl:25][C:20]1[CH:21]=[CH:22][CH:23]=[CH:24][C:19]=1[N:17]([CH3:18])[C:15]([C:13]1[S:12][C:11]2[C:5]3[CH:4]=[CH:3][C:2]([C:35]4[CH:34]=[CH:33][CH:32]=[C:31]([S:28]([CH3:27])(=[O:30])=[O:29])[CH:36]=4)=[CH:26][C:6]=3[O:7][CH2:8][CH2:9][C:10]=2[CH:14]=1)=[O:16]. Procedure details: Following the procedure of Examples 44 and 60 and General Procedure C, 8-bromo-N-(2-chlorophenyl)-N-methyl-4,5-dihydrobenzo[b]thieno[2,3-d]oxepine-2-carboxamide 150 and 3-methylsulfonylphenyl boronic acid were reacted to give 146. MS: (ESI+) 524.1 Yields the product Cl.CN(CCOC1=C(C(OCC)=N)C=CC(=C1)OC)C (ethyl 2-(2-dimethylamino-ethoxy)-4-methoxy-benzimidate hydrochloride). Reaction conditions: time 45 minute. RXN SMILES: [ClH:1].[CH3:2][N:3]([CH3:17])[CH2:4][CH2:5][O:6][C:7]1[CH:14]=[C:13]([O:15][CH3:16])[CH:12]=[CH:11][C:8]=1[C:9]#[N:10].[CH2:18]([OH:20])[CH3:19]>>[ClH:1].[CH3:2][N:3]([CH3:17])[CH2:4][CH2:5][O:6][C:7]1[CH:14]=[C:13]([O:15][CH3:16])[CH:12]=[CH:11][C:8]=1[C:9](=[NH:10])[O:20][CH2:18][CH3:19] |f:3.4|. Reactants: Cl (Hydrogen chloride), CN(CCOC1=C(C#N)C=CC(=C1)OC)C (2-(2-dimethylamino-ethoxy)-4-methoxy-benzonitrile), C(C)O (ethanol), Cl (hydrogen chloride). Yield: 96.0%. Procedure details: Hydrogen chloride gas was passed through a solution of 2-(2-dimethylamino-ethoxy)-4-methoxy-benzonitrile (200 mg, 0.908 mmol) in anhydrous ethanol (10 mL) at 0° C. After 45 min, hydrogen chloride gas was stopped and the reaction vessel was sealed with a septum. After stirring at room temperature for 3 d, the reaction vessel was cooled to 0° C. and the septum was removed. The solvent was removed in vacuo to afford ethyl 2-(2-dimethylamino-ethoxy)-4-methoxy-benzimidate hydrochloride as a pale-yell... Starting materials: COc1ccc(S)cc1OC, CC(C)O, [Na+], [OH-], O=C1OC(CCCCc2ccccc2)C12CCCC2. Product: COc1ccc(SC(CCCCc2ccccc2)C2(C(=O)O)CCCC2)cc1OC. As a reaction SMILES: [CH3:20][O:21][c:22]1[cH:23][c:24]([SH:30])[cH:25][cH:26][c:27]1[O:28][CH3:29].[CH:33]([OH:34])([CH3:35])[CH3:36].[Na+:32].[OH-:31].[c:1]1([CH2:7][CH2:8][CH2:9][CH2:10][CH:11]2[O:12][C:13](=[O:19])[C:14]23[CH2:15][CH2:16][CH2:17][CH2:18]3)[cH:2][cH:3][cH:4][cH:5][cH:6]1>>[c:1]1([CH2:7][CH2:8][CH2:9][CH2:10][CH:11]([C:14]2([C:13]([OH:12])=[O:19])[CH2:15][CH2:16][CH2:17][CH2:18]2)[S:30][c:24]2[cH:23][c:22]([O:21][CH3:20])[c:27]([O:28][CH3:29])[cH:26][cH:25]2)[cH:2][cH:3][cH:4][cH:5][cH:6]1. Starting materials: COC(=O)C(C)(C)c1cn(N)c2ccc(F)cc12, Cc1nc(-c2cccc(F)c2)ncc1C(=O)O, CN(C)C=O. Yields the product COC(=O)C(C)(C)c1cn(NC(=O)c2cnc(-c3cccc(F)c3)nc2C)c2ccc(F)cc12. Reaction SMILES: [CH3:1][O:2][C:3]([C:4]([CH3:5])([CH3:6])[c:7]1[cH:8][n:9]([NH2:17])[c:10]2[cH:11][cH:12][c:13]([F:16])[cH:14][c:15]12)=[O:18].[F:19][c:20]1[cH:21][c:22](-[c:26]2[n:27][cH:28][c:29]([C:33](=[O:34])[OH:35])[c:30]([CH3:32])[n:31]2)[cH:23][cH:24][cH:25]1.[O:36]=[CH:37][N:38]([CH3:39])[CH3:40]>>[CH3:1][O:2][C:3]([C:4]([CH3:5])([CH3:6])[c:7]1[cH:8][n:9]([NH:17][C:33]([c:29]2[cH:28][n:27][c:26](-[c:22]3[cH:21][c:20]([F:19])[cH:25][cH:24][cH:23]3)[n:31][c:30]2[CH3:32])=[O:34])[c:10]2[cH:11][cH:12][c:13]([F:16])[cH:14][c:15]12)=[O:18]. Reactants: Cc1cc2ccc(S(C)(=O)=O)cc2n1C(=O)OC(C)(C)C, ClCCl, O=C(O)C(F)(F)F. The product is Cc1cc2ccc(S(C)(=O)=O)cc2[nH]1. As a reaction SMILES: [C:1]([O:2][C:3](=[O:4])[n:8]1[c:9]([CH3:21])[cH:10][c:11]2[cH:12][cH:13][c:14]([S:17](=[O:18])(=[O:19])[CH3:20])[cH:15][c:16]12)([CH3:5])([CH3:6])[CH3:7].[CH2:29]([Cl:30])[Cl:31].[F:22][C:23]([F:24])([F:25])[C:26]([OH:27])=[O:28]>>[nH:8]1[c:9]([CH3:21])[cH:10][c:11]2[cH:12][cH:13][c:14]([S:17](=[O:18])(=[O:19])[CH3:20])[cH:15][c:16]12.